From a dataset of the Open Reaction Database (ORD), a public repository of structured organic reaction records. describe an organic reaction: reactants, conditions, products, and yield Starting materials: C(C)(=O)Br (acetyl bromide), [Br-].BrCCC[P+](C1=CC=CC=C1)(C1=CC=CC=C1)C1=CC=CC=C1 (3-bromopropyltriphenylphosphonium bromide), CNC (dimethylamine). Solvent: C(C)O (ethanol), C(C)O (ethanol). Reaction conditions: temperature 22.5 celsius, time 1 hour. Product: [Br-].CN(CCC[P+](C1=CC=CC=C1)(C1=CC=CC=C1)C1=CC=CC=C1)C (3-dimethylaminopropyltriphenylphosphonium bromide). Reaction SMILES: [Br-].[Br:2][CH2:3][CH2:4][CH2:5][P+:6]([C:19]1[CH:24]=[CH:23][CH:22]=[CH:21][CH:20]=1)([C:13]1[CH:18]=[CH:17][CH:16]=[CH:15][CH:14]=1)[C:7]1[CH:12]=[CH:11][CH:10]=[CH:9][CH:8]=1.[CH3:25][NH:26][CH3:27].C(Br)(=O)C>C(O)C>[Br-:2].[CH3:25][N:26]([CH3:27])[CH2:3][CH2:4][CH2:5][P+:6]([C:19]1[CH:24]=[CH:23][CH:22]=[CH:21][CH:20]=1)([C:13]1[CH:18]=[CH:17][CH:16]=[CH:15][CH:14]=1)[C:7]1[CH:12]=[CH:11][CH:10]=[CH:9][CH:8]=1 |f:0.1,5.6|. Reported procedure: To a stirred suspension of 3-bromopropyltriphenylphosphonium bromide (Olo-IM3) (420 g, 0.90 mol) in absolute ethanol (664 g) a solution of dimethylamine in absolute ethanol (368 g, 2.69 mol, assay: 33%) was added slowly within 30 minutes at room temperature. After complete addition the suspension was stirred 1 hour at reflux whereupon a solution was obtained. The solution was cooled to a temperature of 0-10° C. and acetyl bromide (202.7 g, 1.65 mol) was added dropwise until the pH was ≦1, and th... Starting materials: BrCC#N (bromoacetonitrile), C([O-])([O-])=O.[K+].[K+] (potassium carbonate), BrC1=C2C=CC(=CC2=CC=C1O)CN(C(=O)C1=C(OC2=C1C=CC=C2)CCCC)C (2-butyl-benzofuran-3-carboxylic acid (5-bromo-6-hydroxy-naphthalen-2-ylmethyl)-methyl-amide). The solvent is CN(C)C=O (DMF), C(C)(=O)OCC (ethyl acetate). Reaction conditions: time 8 hour. Yields the product BrC1=C2C=CC(=CC2=CC=C1OCC#N)CN(C(=O)C1=C(OC2=C1C=CC=C2)CCCC)C (2-butyl-benzofuran-3-carboxylic acid (5-bromo-6-cyanomethoxy-naphthalen-2-ylmethyl)-methyl-amide). The yield is 79.1%. As a reaction SMILES: [Br:1][C:2]1[C:11]([OH:12])=[CH:10][CH:9]=[C:8]2[C:3]=1[CH:4]=[CH:5][C:6]([CH2:13][N:14]([CH3:30])[C:15]([C:17]1[C:21]3[CH:22]=[CH:23][CH:24]=[CH:25][C:20]=3[O:19][C:18]=1[CH2:26][CH2:27][CH2:28][CH3:29])=[O:16])=[CH:7]2.Br[CH2:32][C:33]#[N:34].C(=O)([O-])[O-].[K+].[K+]>CN(C=O)C.C(OCC)(=O)C>[Br:1][C:2]1[C:11]([O:12][CH2:32][C:33]#[N:34])=[CH:10][CH:9]=[C:8]2[C:3]=1[CH:4]=[CH:5][C:6]([CH2:13][N:14]([CH3:30])[C:15]([C:17]1[C:21]3[CH:22]=[CH:23][CH:24]=[CH:25][C:20]=3[O:19][C:18]=1[CH2:26][CH2:27][CH2:28][CH3:29])=[O:16])=[CH:7]2 |f:2.3.4|. Procedure details: A mixture of 2-butyl-benzofuran-3-carboxylic acid (5-bromo-6-hydroxy-naphthalen-2-ylmethyl)-methyl-amide (0.5587 g, 1.2 mmol), prepared in the previous step, bromoacetonitrile (0.10 mL, 1.44 mmol) and potassium carbonate (0.83 g, 6 mmol) in 10 mL of DMF was stirred under nitrogen at room temperature for 18 h (overnight). The reaction was diluted with ethyl acetate and extracted multiple times with water. The organic layer was dried (MgSO4) and the solvent removed under reduced pressure to give a... The reactants are O=S(Cl)Cl (SOCl2), NC(CC(=O)O)C1=CC(=C(C=C1)OC)OC (3-amino-3-(3,4-dimethoxy-phenyl)-propionic acid), CO (methanol). Product: NC(CC(=O)OC)C1=CC(=C(C=C1)OC)OC (methyl 3-amino-3-(3,4-dimethoxy-phenyl)propionate). RXN SMILES: O=S(Cl)Cl.[NH2:5][CH:6]([C:11]1[CH:16]=[CH:15][C:14]([O:17][CH3:18])=[C:13]([O:19][CH3:20])[CH:12]=1)[CH2:7][C:8]([OH:10])=[O:9].[CH3:21]O>>[NH2:5][CH:6]([C:11]1[CH:16]=[CH:15][C:14]([O:17][CH3:18])=[C:13]([O:19][CH3:20])[CH:12]=1)[CH2:7][C:8]([O:10][CH3:21])=[O:9]. Procedure: To a 50 mL round bottom flask equipped with an electromagnetic stirrer and a drying tube, 15 mL of anhydrous methanol was added. The solution was cooled on an ice-sodium chloride bath to minus 10° C., and 2 mL of SOCl2 was added slowly. The reaction mixture was allowed to react for an hour at room temperature. Then 2.25 g of 3-amino-3-(3,4-dimethoxy-phenyl)-propionic acid (prepared according to a method disclosed in J. Med. Chem. 1996, 39, 3238) was added. The reaction mixture was allowed to rea... Starting materials: CC1=NC2=C(C=CC=C2C(=C1CCCl)Cl)OC (2-Methyl-3-(2-chloroethyl)-4-chloro-8-methoxyquinoline), Cl.COC1=C(N)C=CC=C1 (2-methoxyaniline hydrochloride). Run in C(CCC)O (1-butanol). The product is COC1=C(C=CC=C1)N1CCC=2C(=NC=3C(=CC=CC3C21)OC)C (1-(2-methoxyphenyl)-4-methyl-6-methoxy-2,3-dihydropyrrolo[3,2-c]quinoline). Yield: 19.4%. RXN SMILES: [CH3:1][C:2]1[C:11]([CH2:12][CH2:13]Cl)=[C:10](Cl)[C:9]2[C:4](=[C:5]([O:16][CH3:17])[CH:6]=[CH:7][CH:8]=2)[N:3]=1.Cl.[CH3:19][O:20][C:21]1[CH:27]=[CH:26][CH:25]=[CH:24][C:22]=1[NH2:23]>C(O)CCC>[CH3:19][O:20][C:21]1[CH:27]=[CH:26][CH:25]=[CH:24][C:22]=1[N:23]1[C:10]2[C:9]3[CH:8]=[CH:7][CH:6]=[C:5]([O:16][CH3:17])[C:4]=3[N:3]=[C:2]([CH3:1])[C:11]=2[CH2:12][CH2:13]1 |f:1.2|. Procedure: 2-Methyl-3-(2-chloroethyl)-4-chloro-8-methoxyquinoline (2.70 g, 10 mmol) and 2-methoxyaniline hydrochloride (1.60 g, 10 mmol) in 1-butanol (40 ml) were heated at reflux for 6 hours then the solvent evaporated, the crude product taken up in dichloromethane, washed with aqueous sodium bicarbonate, dried and evaporated. Trituration with ether and recrystallisation from aqueous methanol gave 1-(2-methoxyphenyl)-4-methyl-6-methoxy-2,3-dihydropyrrolo[3,2-c]quinoline (0.62 g, 19%), m.p. 168°-169°. Run in O (Water), O1CCOCC1 (dioxane), CN(C)C=O (DMF). Reactants: C=1C=CC(=CC1)P(C=2C=CC=CC2)C3=CC=C4C=CC=CC4=C3C5=C6C=CC=CC6=CC=C5P(C=7C=CC=CC7)C=8C=CC=CC8 (BINAP), C([O-])([O-])=O.[Cs+].[Cs+] (cesium carbonate), Cl.CO[C@@H]1CNCC[C@@H]1NC(OCC1=CC=CC=C1)=O (Benzyl cis(±)-[3-methoxypiperidin-4-yl]carbamate hydrochloride), ClC1=CC(=NC=C1)C(=O)OC (methyl 4-chloropyridine-2-carboxylate). As a reaction SMILES: Cl.[CH3:2][O:3][C@H:4]1[C@@H:9]([NH:10][C:11](=[O:20])[O:12][CH2:13][C:14]2[CH:19]=[CH:18][CH:17]=[CH:16][CH:15]=2)[CH2:8][CH2:7][NH:6][CH2:5]1.Cl[C:22]1[CH:27]=[CH:26][N:25]=[C:24]([C:28]([O:30][CH3:31])=[O:29])[CH:23]=1.C1C=CC(P(C2C(C3C(P(C4C=CC=CC=4)C4C=CC=CC=4)=CC=C4C=3C=CC=C4)=C3C(C=CC=C3)=CC=2)C2C=CC=CC=2)=CC=1.C(=O)([O-])[O-].[Cs+].[Cs+]>O1CCOCC1.CN(C=O)C.C([O-])(=O)C.[Pd+2].C([O-])(=O)C.O>[CH2:13]([O:12][C:11]([NH:10][C@H:9]1[CH2:8][CH2:7][N:6]([C:22]2[CH:27]=[CH:26][N:25]=[C:24]([C:28]([O:30][CH3:31])=[O:29])[CH:23]=2)[CH2:5][C@H:4]1[O:3][CH3:2])=[O:20])[C:14]1[CH:19]=[CH:18][CH:17]=[CH:16][CH:15]=1 |f:0.1,4.5.6,9.10.11|. Procedure: Benzyl cis(±)-[3-methoxypiperidin-4-yl]carbamate hydrochloride obtained in Example (160a) (192.83 mg, 0.64 mmol) and methyl 4-chloropyridine-2-carboxylate (100 mg, 0.58 mmol) were dissolved in dioxane (3 ml) and DMF (1 mL). Palladium acetate (26.17 mg, 0.12 mmol), BINAP (145.16 mg, 0.23 mmol) and cesium carbonate (569.68 mg, 1.75 mmol) were added, and the mixture was stirred using a microwave irradiation reactor at 160° C. for 40 minutes. Water was added to the reaction solution, followed by ext... Product: C(C1=CC=CC=C1)OC(=O)N[C@@H]1[C@@H](CN(CC1)C1=CC(=NC=C1)C(=O)OC)OC (Methyl cis(±)-4-(4-{[(benzyloxy)carbonyl]amino}-3-methoxypiperidin-1-yl)pyridine-2-carboxylate). The yield is 32.3%. Reagents/catalysts: C(C)(=O)[O-].[Pd+2].C(C)(=O)[O-] (Palladium acetate). Reactants: S1C(=CC=C1)C1=NC=C(C(=O)O)C=C1 (6-thiophen-2-yl-nicotinic acid), N1[C@@H](CCC1)CN1CCCC1 ((S)(+)-1-(2-pyrrolidinylmethyl)pyrrolidine). Yields the product N1(CCCC1)C[C@H]1N(CCC1)C(=O)C=1C=NC(=CC1)C=1SC=CC1 ((2(S)-Pyrrolidin-1-ylmethyl-pyrrolidin-1-yl)-(6-thiophen-2-yl-pyridin-3-yl)-methanone). As a reaction SMILES: [S:1]1[CH:5]=[CH:4][CH:3]=[C:2]1[C:6]1[CH:14]=[CH:13][C:9]([C:10]([OH:12])=O)=[CH:8][N:7]=1.[NH:15]1[CH2:19][CH2:18][CH2:17][C@H:16]1[CH2:20][N:21]1[CH2:25][CH2:24][CH2:23][CH2:22]1>>[N:21]1([CH2:20][C@@H:16]2[CH2:17][CH2:18][CH2:19][N:15]2[C:10]([C:9]2[CH:8]=[N:7][C:6]([C:2]3[S:1][CH:5]=[CH:4][CH:3]=3)=[CH:14][CH:13]=2)=[O:12])[CH2:25][CH2:24][CH2:23][CH2:22]1. Reported procedure: The title compound is prepared in a manner substantially analogous to General Procedure D using 6-thiophen-2-yl-nicotinic acid (CAS 179408-54-9) and (S)(+)-1-(2-pyrrolidinylmethyl)pyrrolidine to give the title compound (58 mg). MS (ES+) 342.1 (M+H)+